This data is from the Open Reaction Database (ORD), a public repository of structured organic reaction records. The task is: describe an organic reaction: reactants, conditions, products, and yield Starting materials: [BH4-], Cc1cc(C)c(-c2cccc(C=O)c2)c(C)c1, CCO, [Na+], O=C(O)CC(O)(CC(=O)O)C(=O)O. Product: Cc1cc(C)c(-c2cccc(CO)c2)c(C)c1. As a reaction SMILES: [BH4-:18].[CH3:1][c:2]1[c:3](-[c:10]2[cH:11][c:12]([CH:16]=[O:17])[cH:13][cH:14][cH:15]2)[c:4]([CH3:9])[cH:5][c:6]([CH3:8])[cH:7]1.[CH3:33][CH2:34][OH:35].[Na+:19].[OH:20][C:21]([CH2:22][C:23]([C:24](=[O:25])[OH:26])([CH2:27][C:28](=[O:29])[OH:30])[OH:31])=[O:32]>>[CH3:1][c:2]1[c:3](-[c:10]2[cH:11][c:12]([CH2:16][OH:17])[cH:13][cH:14][cH:15]2)[c:4]([CH3:9])[cH:5][c:6]([CH3:8])[cH:7]1. Reactants: CC(C)n1c(=O)nc(-c2ccccc2)c2ccc(CBr)cc21, CO, CCOC(C)=O, ClC(Cl)Cl, [Na+], [Na+], [Na+], O=C([O-])[O-], [OH-], O, c1ccccc1. Reaction SMILES: [Br:1][CH2:2][c:3]1[cH:4][cH:5][c:6]2[c:7](-[c:17]3[cH:18][cH:19][cH:20][cH:21][cH:22]3)[n:8][c:9](=[O:16])[n:10]([CH:13]([CH3:14])[CH3:15])[c:11]2[cH:12]1.[CH3:29][OH:30].[CH3:33][CH2:34][O:35][C:36](=[O:37])[CH3:38].[CH:45]([Cl:46])([Cl:47])[Cl:48].[Na+:23].[Na+:24].[Na+:32].[O-:25][C:26](=[O:27])[O-:28].[OH-:31].[OH2:49].[cH:39]1[cH:40][cH:41][cH:42][cH:43][cH:44]1>>[CH2:2]([c:3]1[cH:4][cH:5][c:6]2[c:7](-[c:17]3[cH:18][cH:19][cH:20][cH:21][cH:22]3)[n:8][c:9](=[O:16])[n:10]([CH:13]([CH3:14])[CH3:15])[c:11]2[cH:12]1)[OH:25]. The product is CC(C)n1c(=O)nc(-c2ccccc2)c2ccc(CO)cc21.